Dataset: the Open Reaction Database (ORD), a public repository of structured organic reaction records. Task: describe an organic reaction: reactants, conditions, products, and yield Starting materials: [OH-].[Na+] (sodium hydroxide), NC1=C(C(=NN1C1=C(C=C(C=C1Cl)C(F)(F)F)Cl)C#N)S(=O)C (5-amino-1-[2,6-dichloro-4-(trifluoromethyl)phenyl]-4-methylsulfinyl-1H-pyrazole-3-carbonitrile), BrCC(=O)N (2-bromoacetamide). Solvent: O (water), C(C)#N (acetonitrile), O (water), C([O-])([O-])=O.[Ca+2] (calcium carbonate). Reaction conditions: temperature 25 celsius. Product: ClC1=C(C(=CC(=C1)C(F)(F)F)Cl)N1N=C(C(=C1NCC(=O)N)S(=O)C)C#N (1-[2,6-dichloro-4-(trifluoromethyl)phenyl]-4-methylsulfinyl-5-[(aminocarbonylmethyl)amino]-1H-pyrazole-3-carbonitrile). Yield: 15.5%. As a reaction SMILES: [NH2:1][C:2]1[N:6]([C:7]2[C:12]([Cl:13])=[CH:11][C:10]([C:14]([F:17])([F:16])[F:15])=[CH:9][C:8]=2[Cl:18])[N:5]=[C:4]([C:19]#[N:20])[C:3]=1[S:21]([CH3:23])=[O:22].Br[CH2:25][C:26]([NH2:28])=[O:27].[OH-].[Na+]>C(#N)C.O.C(=O)([O-])[O-].[Ca+2]>[Cl:18][C:8]1[CH:9]=[C:10]([C:14]([F:15])([F:16])[F:17])[CH:11]=[C:12]([Cl:13])[C:7]=1[N:6]1[C:2]([NH:1][CH2:25][C:26]([NH2:28])=[O:27])=[C:3]([S:21]([CH3:23])=[O:22])[C:4]([C:19]#[N:20])=[N:5]1 |f:2.3,6.7|. Reported procedure: To a solution of 5-amino-1-[2,6-dichloro-4-(trifluoromethyl)phenyl]-4-methylsulfinyl-1H-pyrazole-3-carbonitrile (0.5 g) in acetonitrile was added 2-bromoacetamide (0.18 g) in water and calcium carbonate (0.13 g). The mixture was heated under reflux for 1.5 hours, cooled to 25° C. and a solution of sodium hydroxide (0.05 g) in water added. This was then heated under reflux for one hour, evaporated and the residue purified by preparative thin-layer chromatography eluting first with 20% methanol in... Solvent: CN(C)C=O (DMF). The product is C1=NC=CC2=C(C=CC=C12)SC1=C(C=C2C(NC(=NC2=C1)C)=O)[N+](=O)[O-] (7-(5-isoquinolylsulfanyl)-2-methyl-6-nitro-3,4-dihydro-4-quinazolinone). Run at time 2 hour. RXN SMILES: [CH:1]1[C:10]2[CH:9]=[CH:8][CH:7]=[C:6]([SH:11])[C:5]=2[CH:4]=[CH:3][N:2]=1.C(=O)([O-])[O-].[K+].[K+].Cl[C:19]1[CH:28]=[C:27]2[C:22]([C:23](=[O:30])[NH:24][C:25]([CH3:29])=[N:26]2)=[CH:21][C:20]=1[N+:31]([O-:33])=[O:32]>CN(C=O)C>[CH:1]1[C:10]2[C:5](=[C:6]([S:11][C:19]3[CH:28]=[C:27]4[C:22]([C:23](=[O:30])[NH:24][C:25]([CH3:29])=[N:26]4)=[CH:21][C:20]=3[N+:31]([O-:33])=[O:32])[CH:7]=[CH:8][CH:9]=2)[CH:4]=[CH:3][N:2]=1 |f:1.2.3|. Isolated yield 89.2%. Procedure details: According to the method in Example 10, a mixture of 5-isoquinolinethiol 150 mg (0.9 mmol), DMF 5 ml, potassium carbonate 250 mg (1.8 mmol) and 7-chloro-2-methyl-6-nitro-3,4-dihydro-4-quinazolinone 200 mg (0.8 mmol) was stirred at room temperature for 2 hours, and 7-(5-isoquinolylsulfanyl)-2-methyl-6-nitro-3,4-dihydro-4-quinazolinone 260 mg (83.7%) was obtained. The reactants are C1=NC=CC=2C(=CC=CC12)S (5-isoquinolinethiol), C([O-])([O-])=O.[K+].[K+] (potassium carbonate), ClC1=C(C=C2C(NC(=NC2=C1)C)=O)[N+](=O)[O-] (7-chloro-2-methyl-6-nitro-3,4-dihydro-4-quinazolinone).